From a dataset of the Open Reaction Database (ORD), a public repository of structured organic reaction records. describe an organic reaction: reactants, conditions, products, and yield The reactants are CNC1=C(C=C(C=C1)OC)N (N-Methyl-4-methoxy-1,2-phenylenediamine), CCN(C(C)C)C(C)C (DIEA), BrC=1C=C(C(=O)OC)C=CC1CNC1CCC(CC1)C(C)(C)C (Methyl 3-bromo-4-{[(4-tert-butylcyclohexyl)amino]methyl}benzoate), CCN(C(C)C)C(C)C (DIEA), C(=S)(Cl)Cl (thiophosgene), C(=O)(O)[O-].[Na+] (NaHCO3). The reagents and catalysts are [Hg](OC(=O)C(F)(F)F)OC(=O)C(F)(F)F (Hg(O2CCF3)2). Run in C(Cl)Cl (DCM). Conditions: time 15 minute. Product: BrC=1C=C(C(=O)OC)C=CC1CN(C1=NC2=C(N1C)C=CC(=C2)OC)C2CCC(CC2)C(C)(C)C (Methyl 3-bromo-4-{[(4-tert-butylcyclohexyl)(5-methoxy-1-methyl-1H-benz-imidazol-2-yl)amino]methyl}benzoate). Reaction SMILES: [Br:1][C:2]1[CH:3]=[C:4]([CH:9]=[CH:10][C:11]=1[CH2:12][NH:13][CH:14]1[CH2:19][CH2:18][CH:17]([C:20]([CH3:23])([CH3:22])[CH3:21])[CH2:16][CH2:15]1)[C:5]([O:7][CH3:8])=[O:6].[CH3:24]CN(C(C)C)C(C)C.C(Cl)(Cl)=S.[CH3:37][NH:38][C:39]1[CH:44]=[CH:43][C:42]([O:45][CH3:46])=[CH:41][C:40]=1[NH2:47].C([O-])(O)=O.[Na+]>C(Cl)Cl.[Hg](OC(C(F)(F)F)=O)OC(C(F)(F)F)=O>[Br:1][C:2]1[CH:3]=[C:4]([CH:9]=[CH:10][C:11]=1[CH2:12][N:13]([CH:14]1[CH2:15][CH2:16][CH:17]([C:20]([CH3:23])([CH3:22])[CH3:21])[CH2:18][CH2:19]1)[C:37]1[N:38]([CH3:24])[C:39]2[CH:44]=[CH:43][C:42]([O:45][CH3:46])=[CH:41][C:40]=2[N:47]=1)[C:5]([O:7][CH3:8])=[O:6] |f:4.5|. Reported procedure: To a solution of the title compound from Example 224 Step C (0.5 mmol, 191 mg) and DIEA (0.6 mmol, 104 μL) in 2 mL of DCM was added thiophosgene (0.5 mmol, 38 μL) (exothermic). After 15 min, the title compound from Example 14 Step B (0.6 mmol, 91 mg) was added to the reaction, followed by DIEA (0.6 mmol, 104 μL). The reaction mixture was allowed to stand at ambient temperature for 1 h, then Hg(O2CCF3)2 (0.6 mmol, 256 mg) was added (exothermic), affording a pinkish precipitate. After 30 min the s... The reactants are O1BOC2=C1C=CC=C2 (benzo[d][1,3,2]dioxaborole), BrC=1C(=C(C(=NC1C)C)C(C(=O)OC(C)C)=O)N1CCC(CC1)(C)C#N (isopropyl 2-(5-bromo-4-(4-cyano-4-methylpiperidin-1-yl)-2,6-dimethylpyridin-3-yl)-2-oxoacetate), CB1OC([C@@H]2N1CCC2)(C2=CC=CC=C2)C2=CC=CC=C2 ((R)-1-methyl-3,3-diphenylhexahydropyrrolo[1,2-c][1,3,2]oxazaborole). Solvent: C1(=CC=CC=C1)C (toluene). Run at temperature -15 celsius, time 30 minute. Product: BrC=1C(=C(C(=NC1C)C)[C@@H](C(=O)OC(C)C)O)N1CCC(CC1)(C)C#N ((S)-isopropyl 2-(5-bromo-4-(4-cyano-4-methylpiperidin-1-yl)-2,6-dimethylpyridin-3-yl)-2-hydroxyacetate). Isolated yield 85.9%. RXN SMILES: O1C2C=CC=CC=2OB1.[Br:10][C:11]1[C:12]([N:27]2[CH2:32][CH2:31][C:30]([C:34]#[N:35])([CH3:33])[CH2:29][CH2:28]2)=[C:13]([C:19](=[O:26])[C:20]([O:22][CH:23]([CH3:25])[CH3:24])=[O:21])[C:14]([CH3:18])=[N:15][C:16]=1[CH3:17].CB1N2CCC[C@@H]2C(C2C=CC=CC=2)(C2C=CC=CC=2)O1>C1(C)C=CC=CC=1>[Br:10][C:11]1[C:12]([N:27]2[CH2:28][CH2:29][C:30]([C:34]#[N:35])([CH3:33])[CH2:31][CH2:32]2)=[C:13]([C@H:19]([OH:26])[C:20]([O:22][CH:23]([CH3:25])[CH3:24])=[O:21])[C:14]([CH3:18])=[N:15][C:16]=1[CH3:17]. Procedure details: The 1.55 mL of benzo[d][1,3,2]dioxaborole (443 mg, 3.69 mmol) was added to a nitrogen purged solution of isopropyl 2-(5-bromo-4-(4-cyano-4-methylpiperidin-1-yl)-2,6-dimethylpyridin-3-yl)-2-oxoacetate (780 mg, 1.85 mmol) and 0.74 mL of (R)-1-methyl-3,3-diphenylhexahydropyrrolo[1,2-c][1,3,2]oxazaborole (205 mg, 0.74 mmol) in toluene (18 mL) at −60° C. and allowed to warm to −15° C. before being placed in the freezer overnight. The reaction was quenched with 1M Na2CO3, diluted with EtOAc, and stirr...